Dataset: the Open Reaction Database (ORD), a public repository of structured organic reaction records. Task: describe an organic reaction: reactants, conditions, products, and yield Reactants: C(#N)[BH3-] (cyanoborohydride), C(C1=CC=CC=C1)=O (benzaldehyde), CNCCO (2-(Methylamino)ethanol), NC(=O)NC=1SC(=CC1C(=O)N)C1=CC=C(C=C1)C=O (2-[(Aminocarbonyl)amino]-5-[4-formylphenyl]thiophene-3-carboxamide), C(OC)(OC)OC (trimethyl orthoformate). The solvent is C(C)(=O)O (acetic acid), COCCOC (DME), CC(=O)N(C)C (DMA). Run at temperature 80 celsius, time 20 minute. The product is NC(=O)NC=1SC(=CC1C(=O)N)C1=CC=C(C=C1)CN(C)CCO (2-[(Aminocarbonyl)amino]-5-[4-{[N-(2-hydroxyethyl)-N-methylamino]methyl}phenyl]thiophene-3-carboxamide). The yield is 59.8%. As a reaction SMILES: [NH2:1][C:2]([NH:4][C:5]1[S:6][C:7]([C:13]2[CH:18]=[CH:17][C:16]([CH:19]=O)=[CH:15][CH:14]=2)=[CH:8][C:9]=1[C:10]([NH2:12])=[O:11])=[O:3].[CH3:21][NH:22][CH2:23][CH2:24][OH:25].C(OC)(OC)OC.C([BH3-])#N.C(=O)C1C=CC=CC=1>COCCOC.CC(N(C)C)=O.C(O)(=O)C>[NH2:1][C:2]([NH:4][C:5]1[S:6][C:7]([C:13]2[CH:14]=[CH:15][C:16]([CH2:19][N:22]([CH2:23][CH2:24][OH:25])[CH3:21])=[CH:17][CH:18]=2)=[CH:8][C:9]=1[C:10]([NH2:12])=[O:11])=[O:3]. Reported procedure: 2-[(Aminocarbonyl)amino]-5-[4-formylphenyl]thiophene-3-carboxamide (0.1 g) was stirred in a mixture of DME (10 ml) and DMA(5 ml). 2-(Methylamino)ethanol (0.13 g) was added, followed by trimethyl orthoformate (5 ml) and acetic acid (0.5 ml). The reaction was stirred at 80° C. for 20 min, and then polymer-supported cyanoborohydride (0.45 g) was added. The reaction was stirred at 80° C. for a further 2 h, and then polymer-supported benzaldehyde (0.5 g) was added. The resins were removed by filtrati... Starting materials: O=C([O-])[O-], CS(C)=O, O=C(NCc1cn(-c2ccc(I)cc2)nn1)c1ccc(Cl)s1, [Cu]I, [K+], [K+], Oc1cccc2cccnc12, O=c1cc[nH]c(=O)[nH]1. The product is O=C(NCc1cn(-c2ccc(-n3ccc(=O)[nH]c3=O)cc2)nn1)c1ccc(Cl)s1. Reaction SMILES: [C:42](=[O:43])([O-:44])[O-:45].[CH3:48][S:49]([CH3:50])=[O:51].[Cl:1][c:2]1[cH:3][cH:4][c:5]([C:7](=[O:8])[NH:9][CH2:10][c:11]2[n:12][n:13][n:14](-[c:16]3[cH:17][cH:18][c:19]([I:22])[cH:20][cH:21]3)[cH:15]2)[s:6]1.[Cu:52][I:53].[K+:46].[K+:47].[OH:31][c:32]1[cH:33][cH:34][cH:35][c:36]2[c:37]1[n:38][cH:39][cH:40][cH:41]2.[nH:23]1[c:24](=[O:25])[nH:26][c:27](=[O:28])[cH:29][cH:30]1>>[Cl:1][c:2]1[cH:3][cH:4][c:5]([C:7](=[O:8])[NH:9][CH2:10][c:11]2[n:12][n:13][n:14](-[c:16]3[cH:17][cH:18][c:19](-[n:23]4[c:24](=[O:25])[nH:26][c:27](=[O:28])[cH:29][cH:30]4)[cH:20][cH:21]3)[cH:15]2)[s:6]1. Yields the product O=C1NC(=O)C(=Cc2ccc([N+](=O)[O-])cc2)S1. Starting materials: C1CCNCC1, CCO, O=Cc1ccc([N+](=O)[O-])cc1, O=C1CSC(=O)N1. Reaction SMILES: [CH2:19]1[CH2:20][CH2:21][NH:22][CH2:23][CH2:24]1.[CH3:25][CH2:26][OH:27].[N+:1](=[O:2])([O-:3])[c:4]1[cH:5][cH:6][c:7]([CH:8]=[O:9])[cH:10][cH:11]1.[O:12]=[C:13]1[CH2:14][S:15][C:16](=[O:17])[NH:18]1>>[N+:1](=[O:2])([O-:3])[c:4]1[cH:5][cH:6][c:7]([CH:8]=[C:14]2[C:13](=[O:12])[NH:18][C:16](=[O:17])[S:15]2)[cH:10][cH:11]1. Starting materials: OCc1cncc(Br)c1, CCO, N, O=S(Cl)Cl. Product: NCc1cncc(Br)c1. Reaction SMILES: [Br:1][c:2]1[cH:3][n:4][cH:5][c:6]([CH2:8][OH:9])[cH:7]1.[CH3:14][CH2:15][OH:16].[NH3:17].[S:10]([Cl:11])([Cl:12])=[O:13]>>[Br:1][c:2]1[cH:3][n:4][cH:5][c:6]([CH2:8][NH2:17])[cH:7]1. Reactants: O=C([O-])[O-], Cc1ccccc1, OB(O)c1ccc(Cl)cc1, Clc1ncnc(Cl)c1-c1ccncc1, [Na+], [Na+], O, c1ccc(P(c2ccccc2)(c2ccccc2)[Pd](P(c2ccccc2)(c2ccccc2)c2ccccc2)(P(c2ccccc2)(c2ccccc2)c2ccccc2)P(c2ccccc2)(c2ccccc2)c2ccccc2)cc1. Product: Clc1ccc(-c2ncnc(Cl)c2-c2ccncc2)cc1. Reaction SMILES: [C:25](=[O:26])([O-:27])[O-:28].[CH3:32][c:33]1[cH:34][cH:35][cH:36][cH:37][cH:38]1.[Cl:15][c:16]1[cH:17][cH:18][c:19]([B:22]([OH:23])[OH:24])[cH:20][cH:21]1.[Cl:1][c:2]1[n:3][cH:4][n:5][c:6]([Cl:14])[c:7]1-[c:8]1[cH:9][cH:10][n:11][cH:12][cH:13]1.[Na+:29].[Na+:30].[OH2:31].[cH:39]1[cH:40][cH:41][c:42]([P:43]([Pd:44]([P:45]([c:46]2[cH:47][cH:48][cH:49][cH:50][cH:51]2)([c:52]2[cH:53][cH:54][cH:55][cH:56][cH:57]2)[c:58]2[cH:59][cH:60][cH:61][cH:62][cH:63]2)([P:64]([c:65]2[cH:66][cH:67][cH:68][cH:69][cH:70]2)([c:71]2[cH:72][cH:73][cH:74][cH:75][cH:76]2)[c:77]2[cH:78][cH:79][cH:80][cH:81][cH:82]2)[P:83]([c:84]2[cH:85][cH:86][cH:87][cH:88][cH:89]2)([c:90]2[cH:91][cH:92][cH:93][cH:94][cH:95]2)[c:96]2[cH:97][cH:98][cH:99][cH:100][cH:101]2)([c:102]2[cH:103][cH:104][cH:105][cH:106][cH:107]2)[c:108]2[cH:109][cH:110][cH:111][cH:112][cH:113]2)[cH:114][cH:115]1>>[c:2]1(-[c:19]2[cH:18][cH:17][c:16]([Cl:15])[cH:21][cH:20]2)[n:3][cH:4][n:5][c:6]([Cl:14])[c:7]1-[c:8]1[cH:9][cH:10][n:11][cH:12][cH:13]1.